The task is: describe an organic reaction: reactants, conditions, products, and yield. This data is from the Open Reaction Database (ORD), a public repository of structured organic reaction records. Reactants: FC1=CC=C(C=C1)C1=NC(=NC(=C1)N1C(CNCC1)C)N1[C@@H](COCC1)C (4-[4-(4-fluoro-phenyl)-6-(2-methyl-piperazin-1-yl)-pyrimidin-2-yl]-3-(R)-methyl-morpholine), COC(=O)C1=NC(=C(N=C1N)Cl)Cl (3-amino-5,6-dichloro-pyrazine-2-carboxylic acid methyl ester). The solvent is C(C)(C)O (isopropanol). Product: COC(=O)C=1N=C(C(=NC1N)N1CC(N(CC1)C1=NC(=NC(=C1)C1=CC=C(C=C1)F)N1[C@@H](COCC1)C)C)Cl (6′-Amino-3′-chloro-4-[6-(4-fluoro-phenyl)-2-(3-(R)-methyl-morpholin-4-yl)-pyrimidin-4-yl]-3-methyl-3,4,5,6-tetrahydro-2H-[1,2′]bipyrazinyl-5′-carboxylic acid methyl ester). As a reaction SMILES: [F:1][C:2]1[CH:7]=[CH:6][C:5]([C:8]2[CH:13]=[C:12]([N:14]3[CH2:19][CH2:18][NH:17][CH2:16][CH:15]3[CH3:20])[N:11]=[C:10]([N:21]3[CH2:26][CH2:25][O:24][CH2:23][C@H:22]3[CH3:27])[N:9]=2)=[CH:4][CH:3]=1.[CH3:28][O:29][C:30]([C:32]1[C:37]([NH2:38])=[N:36][C:35](Cl)=[C:34]([Cl:40])[N:33]=1)=[O:31]>C(O)(C)C>[CH3:28][O:29][C:30]([C:32]1[N:33]=[C:34]([Cl:40])[C:35]([N:17]2[CH2:18][CH2:19][N:14]([C:12]3[CH:13]=[C:8]([C:5]4[CH:6]=[CH:7][C:2]([F:1])=[CH:3][CH:4]=4)[N:9]=[C:10]([N:21]4[CH2:26][CH2:25][O:24][CH2:23][C@H:22]4[CH3:27])[N:11]=3)[CH:15]([CH3:20])[CH2:16]2)=[N:36][C:37]=1[NH2:38])=[O:31]. Procedure details: Heat a mixture of 4-[4-(4-fluoro-phenyl)-6-(2-methyl-piperazin-1-yl)-pyrimidin-2-yl]-3-(R)-methyl-morpholine with 1.1 equivalents of 3-amino-5,6-dichloro-pyrazine-2-carboxylic acid methyl ester (Cragoe et. al. J. Med. Chem., 1967, 10, 66-75) in isopropanol at 85° C. for 12 h. Concentrate the mixture under reduced pressure, and then partition between 10% NaOH and EtOAc. Dry the organic layer (Na2SO4) and concentrate under reduced pressure to give the title compound. Starting materials: COC(=O)C1N(S(=O)(=O)c2ccc(OCC#Cc3ccccc3)cc2)CCSC1(C)C, [I-], [Li+]. Product: CC1(C)SCCN(S(=O)(=O)c2ccc(OCC#Cc3ccccc3)cc2)C1C(=O)O. As a reaction SMILES: [CH3:3][C:4]1([CH3:33])[S:5][CH2:6][CH2:7][N:8]([S:14](=[O:15])(=[O:16])[c:17]2[cH:18][cH:19][c:20]([O:23][CH2:24][C:25]#[C:26][c:27]3[cH:28][cH:29][cH:30][cH:31][cH:32]3)[cH:21][cH:22]2)[CH:9]1[C:10](=[O:11])[O:12][CH3:13].[I-:1].[Li+:2]>>[CH3:3][C:4]1([CH3:33])[S:5][CH2:6][CH2:7][N:8]([S:14](=[O:15])(=[O:16])[c:17]2[cH:18][cH:19][c:20]([O:23][CH2:24][C:25]#[C:26][c:27]3[cH:28][cH:29][cH:30][cH:31][cH:32]3)[cH:21][cH:22]2)[CH:9]1[C:10](=[O:11])[OH:12]. Starting materials: CCn1cnc(I)c1C, C1CCOC1, [Li]CCCC, Clc1ccnc2ccsc12, c1ccc(P(c2ccccc2)(c2ccccc2)[Pd](P(c2ccccc2)(c2ccccc2)c2ccccc2)(P(c2ccccc2)(c2ccccc2)c2ccccc2)P(c2ccccc2)(c2ccccc2)c2ccccc2)cc1. Yields the product CCn1cnc(-c2cc3nccc(Cl)c3s2)c1C. As a reaction SMILES: [CH2:16]([CH3:17])[n:18]1[cH:19][n:20][c:21]([I:24])[c:22]1[CH3:23].[CH2:25]1[O:26][CH2:27][CH2:28][CH2:29]1.[CH3:11][CH2:12][CH2:13][CH2:14][Li:15].[Cl:1][c:2]1[c:3]2[c:4]([n:5][cH:6][cH:7]1)[cH:8][cH:9][s:10]2.[cH:30]1[cH:31][cH:32][c:33]([P:34]([Pd:35]([P:36]([c:37]2[cH:38][cH:39][cH:40][cH:41][cH:42]2)([c:43]2[cH:44][cH:45][cH:46][cH:47][cH:48]2)[c:49]2[cH:50][cH:51][cH:52][cH:53][cH:54]2)([P:55]([c:56]2[cH:57][cH:58][cH:59][cH:60][cH:61]2)([c:62]2[cH:63][cH:64][cH:65][cH:66][cH:67]2)[c:68]2[cH:69][cH:70][cH:71][cH:72][cH:73]2)[P:74]([c:75]2[cH:76][cH:77][cH:78][cH:79][cH:80]2)([c:81]2[cH:82][cH:83][cH:84][cH:85][cH:86]2)[c:87]2[cH:88][cH:89][cH:90][cH:91][cH:92]2)([c:93]2[cH:94][cH:95][cH:96][cH:97][cH:98]2)[c:99]2[cH:100][cH:101][cH:102][cH:103][cH:104]2)[cH:105][cH:106]1>>[Cl:1][c:2]1[c:3]2[c:4]([n:5][cH:6][cH:7]1)[cH:8][c:9](-[c:21]1[n:20][cH:19][n:18]([CH2:16][CH3:17])[c:22]1[CH3:23])[s:10]2. The reactants are BrC=1C=C(C2=C(C(CCS2)=O)C1C)C (6-bromo-2,3-dihydro-5,8-dimethyl-4H-1-benzothiopyran-4-one), COC(N(C)C)OC (N,N-dimethylformamide dimethyl acetal). Product: BrC=1C=C(C2=C(C(C(CS2)=CN(C)C)=O)C1C)C (6-bromo-3-[(dimethylamino)methylene]-2,3-dihydro-5,8-dimethyl-4H-1-benzothiopyran-4-one). Reaction SMILES: [Br:1][C:2]1[CH:3]=[C:4]([CH3:14])[C:5]2[S:10][CH2:9][CH2:8][C:7](=[O:11])[C:6]=2[C:12]=1[CH3:13].CO[CH:17](OC)[N:18]([CH3:20])[CH3:19]>>[Br:1][C:2]1[CH:3]=[C:4]([CH3:14])[C:5]2[S:10][CH2:9][C:8](=[CH:17][N:18]([CH3:20])[CH3:19])[C:7](=[O:11])[C:6]=2[C:12]=1[CH3:13]. Reported procedure: 20.0 g (0.074 mole) of the title compound of Step C and 100 mL of N,N-dimethylformamide dimethyl acetal (purchased from Aldrich Chemical Company) were stirred under nitrogen at reflux overnight. The mixture was concentrated, the residue was stirred in water, and filtered. The solid was dissolved in methylene chloride, dried (MgSO4), filtered, and evaporated to dryness to yield 21.54 g of the title compound of Step D as an oil. 1H NMR (CDCl3): δ2.49 (s,3H), 2.56 (s,3H), 3.16 (s,6H), 3.86 (s,2H), ... The reactants are C(C1=CC=CC=C1)N(C(=O)[C@H]1NCC(CC1)=NOCC1=CC=CC=C1)CC1=CC=CC=C1 ((2S)-5-benzyloxyimino-piperidine-2-carboxylic acid dibenzylamide), [OH-].[Na+] (sodium hydroxide), S(O)(O)(=O)=O (Sulfuric acid), [BH4-].[Na+] (sodium borohydride). Run in C(C)#N (acetonitrile), O1CCCC1 (tetrahydrofuran), O (water), C(C)(=O)OCC (ethyl acetate). Conditions: temperature -10 celsius, time 22 hour. The product is C(C1=CC=CC=C1)N(C(=O)[C@H]1NC[C@@H](CC1)NOCC1=CC=CC=C1)CC1=CC=CC=C1 ((2S,5R)-5-benzyloxyamino-piperidine-2-carboxylic acid dibenzylamide). Yield: 81.9%. As a reaction SMILES: [CH2:1]([N:8]([CH2:26][C:27]1[CH:32]=[CH:31][CH:30]=[CH:29][CH:28]=1)[C:9]([C@@H:11]1[CH2:16][CH2:15][C:14](=[N:17][O:18][CH2:19][C:20]2[CH:25]=[CH:24][CH:23]=[CH:22][CH:21]=2)[CH2:13][NH:12]1)=[O:10])[C:2]1[CH:7]=[CH:6][CH:5]=[CH:4][CH:3]=1.S(=O)(=O)(O)O.[BH4-].[Na+].[OH-].[Na+]>O.C(OCC)(=O)C.C(#N)C.O1CCCC1>[CH2:26]([N:8]([CH2:1][C:2]1[CH:7]=[CH:6][CH:5]=[CH:4][CH:3]=1)[C:9]([C@@H:11]1[CH2:16][CH2:15][C@@H:14]([NH:17][O:18][CH2:19][C:20]2[CH:21]=[CH:22][CH:23]=[CH:24][CH:25]=2)[CH2:13][NH:12]1)=[O:10])[C:27]1[CH:28]=[CH:29][CH:30]=[CH:31][CH:32]=1 |f:2.3,4.5|. Procedure details: Under nitrogen atmosphere, tetrahydrofuran (1.6 ml) and acetonitrile (0.4 ml) were added to (2S)-5-benzyloxyimino-piperidine-2-carboxylic acid dibenzylamide (0.214 g, 0.50 mmol), and the obtained mixture was cooled down to −10° C. Sulfuric acid (0.302 g, 3.06 mmol) was added to the mixture, and then sodium borohydride (0.0757 g, 2.00 mmol) was added. After 22 hours of stirring, ethyl acetate (10 ml) and water (5 ml) were added to the mixture, the pH of the mixture was adjusted at 11 with 30% by ... The reactants are CCO, Cc1cc([N+](=O)[O-])ccc1-c1ccccc1. Yields the product Cc1cc(N)ccc1-c1ccccc1. As a reaction SMILES: [CH3:17][CH2:18][OH:19].[CH3:1][c:2]1[c:3](-[c:11]2[cH:12][cH:13][cH:14][cH:15][cH:16]2)[cH:4][cH:5][c:6]([N+:8]([O-:9])=[O:10])[cH:7]1>>[CH3:1][c:2]1[c:3](-[c:11]2[cH:12][cH:13][cH:14][cH:15][cH:16]2)[cH:4][cH:5][c:6]([NH2:8])[cH:7]1.